Dataset: the Open Reaction Database (ORD), a public repository of structured organic reaction records. Task: describe an organic reaction: reactants, conditions, products, and yield Reactants: BrC=1C(=C(C(=NC1)N)C1=CC(=CC=C1)C(F)(F)F)C (5-bromo-4-methyl-3-(3-trifluoromethyl-phenyl)-pyridin-2-ylamine), N(=O)OC(C)(C)C (t-butyl nitrite), Cl (HCl). The reagents and catalysts are [Cu](Cl)Cl (copper (II) chloride). The solvent is CC#N (MeCN), CC#N (MeCN). Reaction conditions: temperature 70 celsius, time 3.5 hour. Product: BrC=1C(=C(C(=NC1)Cl)C1=CC(=CC=C1)C(F)(F)F)C (5-Bromo-2-chloro-4-methyl-3-(3-trifluoromethyl-phenyl)-pyridine). As a reaction SMILES: N(OC(C)(C)C)=O.[Br:8][C:9]1[C:10]([CH3:26])=[C:11]([C:16]2[CH:21]=[CH:20][CH:19]=[C:18]([C:22]([F:25])([F:24])[F:23])[CH:17]=2)[C:12](N)=[N:13][CH:14]=1.[ClH:27]>CC#N.[Cu](Cl)Cl>[Br:8][C:9]1[C:10]([CH3:26])=[C:11]([C:16]2[CH:21]=[CH:20][CH:19]=[C:18]([C:22]([F:25])([F:24])[F:23])[CH:17]=2)[C:12]([Cl:27])=[N:13][CH:14]=1. Reported procedure: To a suspension of copper (II) chloride (421 mg, 3.92 mmol) and t-butyl nitrite (466 μL, 3.92 mmol) in dry MeCN (12 mL) at 70° C. was added 5-bromo-4-methyl-3-(3-trifluoromethyl-phenyl)-pyridin-2-ylamine (Int. 1, 864 mg, 2.61 mmol) dropwise as a solution in MeCN (3 mL) over 5 mins. The reaction mixture was stirred at 70° C. for 3.5 hrs then poured onto 5 N aqueous HCl (20 mL). The reaction mixture was extracted with EtOAc (4×20 mL) then the combined organic extracts were dried (Na2SO4), filtered... Reactants: C(C)OC(CCCOC1=CC=C(C[C@H](N)C(=O)OC(C)(C)C)C=C1)=O ((1,1-dimethyl ethyl) O-(4-ethoxy-4-oxobutyl)-L-tyrosinate), FC1=NN=NN1CC1=CC=CC=C1 (5-fluoro-1-(phenylmethyl)-1H-tetrazole). Solvent: N1=CC=CC=C1 (pyridine). Yields the product C(C)OC(CCCOC1=CC=C(C[C@H](NC2=NN=NN2CC2=CC=CC=C2)C(=O)OC(C)(C)C)C=C1)=O ((1,1-dimethyl ethyl) O-(4-ethoxy-4-oxobutyl)-N-[1-(phenylmethyl)-1H-tetrazol-5-yl]-L-tyrosinate). Yield: 57.6%. RXN SMILES: [CH2:1]([O:3][C:4](=[O:25])[CH2:5][CH2:6][CH2:7][O:8][C:9]1[CH:24]=[CH:23][C:12]([CH2:13][C@@H:14]([C:16]([O:18][C:19]([CH3:22])([CH3:21])[CH3:20])=[O:17])[NH2:15])=[CH:11][CH:10]=1)[CH3:2].F[C:27]1[N:31]([CH2:32][C:33]2[CH:38]=[CH:37][CH:36]=[CH:35][CH:34]=2)[N:30]=[N:29][N:28]=1>N1C=CC=CC=1>[CH2:1]([O:3][C:4](=[O:25])[CH2:5][CH2:6][CH2:7][O:8][C:9]1[CH:10]=[CH:11][C:12]([CH2:13][C@@H:14]([C:16]([O:18][C:19]([CH3:21])([CH3:20])[CH3:22])=[O:17])[NH:15][C:27]2[N:31]([CH2:32][C:33]3[CH:34]=[CH:35][CH:36]=[CH:37][CH:38]=3)[N:30]=[N:29][N:28]=2)=[CH:23][CH:24]=1)[CH3:2]. Procedure details: A solution of aminoester 4-2 (325 mg, 0.92 mmole) and 5-fluoro-1-(phenylmethyl)-1H-tetrazole (170 mg, 0.95 mmole) in 15 ml of pyridine is heated at 100° C. for 2 hours. Evaporation is then carried out under reduced pressure until a dry extract is obtained which is purified by chromatography eluting with a heptane/AcOEt mixture 50/50. 270 mg of the expected product 5-1 is obtained.